From a dataset of the Open Reaction Database (ORD), a public repository of structured organic reaction records. describe an organic reaction: reactants, conditions, products, and yield Reactants: Cl.CCOCC (HCl ether), C(C)(C)(C)OC(=O)N1[C@@H](CC1)COC=1C=C(C=NC1)[C@H]1[C@@H](C1)CCO (2-[(1S,2R)-2-[5-[[1-(tert-butoxycarbonyl)-2(S)-azetidinyl]methoxy]-3-pyridyl]cyclopropyl]ethanol). Solvent: CO (MeOH). Run at time 12 hour. The product is Cl.N1[C@@H](CC1)COC=1C=C(C=NC1)[C@H]1[C@@H](C1)CCO (2-[(1S,2R)-2-[5-[(2(S)-azetidinyl)methoxy]-3-pyridyl]cyclopropyl]ethanol hydrochloride). As a reaction SMILES: [ClH:1].CCOCC.C(OC([N:14]1[CH2:17][CH2:16][C@H:15]1[CH2:18][O:19][C:20]1[CH:21]=[C:22]([C@@H:26]2[CH2:28][C@H:27]2[CH2:29][CH2:30][OH:31])[CH:23]=[N:24][CH:25]=1)=O)(C)(C)C>CO>[ClH:1].[NH:14]1[CH2:17][CH2:16][C@H:15]1[CH2:18][O:19][C:20]1[CH:21]=[C:22]([C@@H:26]2[CH2:28][C@H:27]2[CH2:29][CH2:30][OH:31])[CH:23]=[N:24][CH:25]=1 |f:0.1,4.5|. Procedure: 2M anhydrous HCl/ether (2.0 mL) was added to a stirred solution of 2-[(1S,2R)-2-[5-[[1-(tert-butoxycarbonyl)-2(S)-azetidinyl]methoxy]-3-pyridyl]cyclopropyl]ethanol (200 mg, 0.57 mmol) in dry MeOH (2.0 mL) at 0° C. The mixture was stirred at room temperature for 12 h and concentrated, and the residue was purified by HPLC to obtain pure 2-[(1S,2R)-2-[5-[(2(S)-azetidinyl)methoxy]-3-pyridyl]cyclopropyl]ethanol hydrochloride (115 mg). 1H NMR (CD3OD, 400 MHz) δ 8.53 (s, 1H), 8.37 (s, 1H), 7.99 (s, 1H)...